This data is from the Open Reaction Database (ORD), a public repository of structured organic reaction records. The task is: describe an organic reaction: reactants, conditions, products, and yield The reactants are ClCCCl, O=S(=O)(OS(=O)(=O)C(F)(F)F)C(F)(F)F, C#CCOc1ccc2c(c1)c(-c1ccc(C(C)C)cc1)nc(=O)n2CC(O)c1c(C)cc(C)cc1C. The product is C#CCOc1ccc2c(c1)c(-c1ccc(C(C)C)cc1)nc(=O)n2C=Cc1c(C)cc(C)cc1C. As a reaction SMILES: [Cl:52][CH2:53][CH2:54][Cl:55].[F:37][C:38]([F:39])([F:40])[S:41]([O:42][S:43]([C:44]([F:45])([F:46])[F:47])(=[O:48])=[O:49])(=[O:50])=[O:51].[OH:1][CH:2]([CH2:3][n:4]1[c:5](=[O:27])[n:6][c:7](-[c:18]2[cH:19][cH:20][c:21]([CH:24]([CH3:25])[CH3:26])[cH:22][cH:23]2)[c:8]2[cH:9][c:10]([O:14][CH2:15][C:16]#[CH:17])[cH:11][cH:12][c:13]12)[c:28]1[c:29]([CH3:36])[cH:30][c:31]([CH3:35])[cH:32][c:33]1[CH3:34]>>[CH:2](=[CH:3][n:4]1[c:5](=[O:27])[n:6][c:7](-[c:18]2[cH:19][cH:20][c:21]([CH:24]([CH3:25])[CH3:26])[cH:22][cH:23]2)[c:8]2[cH:9][c:10]([O:14][CH2:15][C:16]#[CH:17])[cH:11][cH:12][c:13]12)[c:28]1[c:29]([CH3:36])[cH:30][c:31]([CH3:35])[cH:32][c:33]1[CH3:34]. Solvent: xylenes. Reactants: OC1=C(C2=NC3=C(N2CC1)C=CC=C3)C(=O)OCC (ethyl 1,2-dihydro-3-hydroxypyrido(1,2-a)benzimidazole-4-carboxylate), Example 1, C1(=CC=CC=C1)O (phenol). Product: C1(=CC=CC=C1)OC(=O)C1=C(CCN2C1=NC1=C2C=CC=C1)O (Phenyl-1,2-dihydro-3-hydroxypyrido(1,2-a)benzimidazole-4-carboxylate). Procedure details: A mixture of the pyridobenzimidazo derivative VII prepared as in Example 1 (3.5 g, 13.6 mM) and phenol (7.0 g, 74.5 mM) in xylenes (350 mL) was heated to reflux under argon for 6 h and left at room temperature for 16 h. The resulting solid precipitate was filtered and the filtrate was concentrated in vacuo. The resulting residue was purified by HPLC, using methylene chloride and THF as eluents followed by recrystallization of the desired fractions from methylene chloride and acetone to give the ... Conditions: time 16 hour. As a reaction SMILES: [OH:1][C:2]1[CH2:10][CH2:9][N:8]2[C:4](=[N:5][C:6]3[CH:14]=[CH:13][CH:12]=[CH:11][C:7]=32)[C:3]=1[C:15]([O:17][CH2:18][CH3:19])=[O:16].[C:20]1(O)[CH:25]=CC=[CH:22][CH:21]=1>>[C:18]1([O:17][C:15]([C:3]2[C:4]3=[N:5][C:6]4[CH:14]=[CH:13][CH:12]=[CH:11][C:7]=4[N:8]3[CH2:9][CH2:10][C:2]=2[OH:1])=[O:16])[CH:22]=[CH:21][CH:20]=[CH:25][CH:19]=1.